describe an organic reaction: reactants, conditions, products, and yield From a dataset of the Open Reaction Database (ORD), a public repository of structured organic reaction records. Starting materials: Cl, O=C(C=CC1CCC2(OCCO2)C1CCCCCCCO)c1ccccc1. Yields the product O=C(C=CC1CCC(=O)C1CCCCCCCO)c1ccccc1. As a reaction SMILES: [ClH:28].[OH:1][CH2:2][CH2:3][CH2:4][CH2:5][CH2:6][CH2:7][CH2:8][CH:9]1[C:10]2([O:11][CH2:14][CH2:13][O:12]2)[CH2:15][CH2:16][CH:17]1[CH:18]=[CH:19][C:20](=[O:21])[c:22]1[cH:23][cH:24][cH:25][cH:26][cH:27]1>>[OH:1][CH2:2][CH2:3][CH2:4][CH2:5][CH2:6][CH2:7][CH2:8][CH:9]1[C:10](=[O:11])[CH2:15][CH2:16][CH:17]1[CH:18]=[CH:19][C:20](=[O:21])[c:22]1[cH:23][cH:24][cH:25][cH:26][cH:27]1. The reactants are CO, Cl, CCOc1cc(Cc2cnc(N)nc2N)cc(OCC2(C=CC#N)CC2)c1-c1ccc(OCOC)cc1. Product: CCOc1cc(Cc2cnc(N)nc2N)cc(OCC2(C=CC#N)CC2)c1-c1ccc(O)cc1. RXN SMILES: [CH3:39][OH:40].[ClH:38].[NH2:1][c:2]1[n:3][cH:4][c:5]([CH2:9][c:10]2[cH:11][c:12]([O:29][CH2:30][C:31]3([CH:34]=[CH:35][C:36]#[N:37])[CH2:32][CH2:33]3)[c:13](-[c:19]3[cH:20][cH:21][c:22]([O:25][CH2:26][O:27][CH3:28])[cH:23][cH:24]3)[c:14]([O:16][CH2:17][CH3:18])[cH:15]2)[c:6]([NH2:8])[n:7]1>>[NH2:1][c:2]1[n:3][cH:4][c:5]([CH2:9][c:10]2[cH:11][c:12]([O:29][CH2:30][C:31]3([CH:34]=[CH:35][C:36]#[N:37])[CH2:32][CH2:33]3)[c:13](-[c:19]3[cH:20][cH:21][c:22]([OH:25])[cH:23][cH:24]3)[c:14]([O:16][CH2:17][CH3:18])[cH:15]2)[c:6]([NH2:8])[n:7]1. As a reaction SMILES: [Br:1][c:2]1[c:3]([O:12][CH3:13])[cH:4][c:5]2[c:6]([n:7][c:8]([NH2:10])[s:9]2)[cH:11]1.[CH2:14]([CH3:15])[N:16]=[C:17]=[O:18].[CH2:19]1[O:20][CH2:21][CH2:22][O:23][CH2:24]1>>[Br:1][c:2]1[c:3]([O:12][CH3:13])[cH:4][c:5]2[c:6]([n:7][c:8]([NH:10][C:17]([NH:16][CH2:14][CH3:15])=[O:18])[s:9]2)[cH:11]1. Yields the product CCNC(=O)Nc1nc2cc(Br)c(OC)cc2s1. Reactants: COc1cc2sc(N)nc2cc1Br, CCN=C=O, C1COCCO1. The reactants are O=C1NCCC1Br, CN(C)C=O, [H-], [Na+], O, COc1ccc(-c2nnc3c4ccccc4c(O)nn23)cc1. Yields the product COc1ccc(-c2nnc3c4ccccc4c(OC4CCNC4=O)nn23)cc1. As a reaction SMILES: [Br:25][CH:26]1[C:27](=[O:31])[NH:28][CH2:29][CH2:30]1.[CH3:33][N:34]([CH3:35])[CH:36]=[O:37].[H-:23].[Na+:24].[OH2:32].[OH:1][c:2]1[n:3][n:4]2[c:5]([c:6]3[cH:7][cH:8][cH:9][cH:10][c:11]13)[n:12][n:13][c:14]2-[c:15]1[cH:16][cH:17][c:18]([O:21][CH3:22])[cH:19][cH:20]1>>[O:1]([c:2]1[n:3][n:4]2[c:5]([c:6]3[cH:7][cH:8][cH:9][cH:10][c:11]13)[n:12][n:13][c:14]2-[c:15]1[cH:16][cH:17][c:18]([O:21][CH3:22])[cH:19][cH:20]1)[CH:26]1[C:27](=[O:31])[NH:28][CH2:29][CH2:30]1. The reactants are CO, CC(=O)NCC1CN(c2ccc(N3CCC(=O)CC3)cc2)C(=O)O1. Yields the product CC(=O)NCC1CN(c2ccc(N3CCC(O)CC3)cc2)C(=O)O1. RXN SMILES: [CH3:25][OH:26].[O:1]=[C:2]1[CH2:3][CH2:4][N:5]([c:8]2[cH:9][cH:10][c:11]([N:14]3[C:15](=[O:24])[O:16][CH:17]([CH2:19][NH:20][C:21]([CH3:22])=[O:23])[CH2:18]3)[cH:12][cH:13]2)[CH2:6][CH2:7]1>>[OH:1][CH:2]1[CH2:3][CH2:4][N:5]([c:8]2[cH:9][cH:10][c:11]([N:14]3[C:15](=[O:24])[O:16][CH:17]([CH2:19][NH:20][C:21]([CH3:22])=[O:23])[CH2:18]3)[cH:12][cH:13]2)[CH2:6][CH2:7]1. Reactants: ClCCl, OCc1ccc(-n2nc(C(F)(F)F)cc2C(F)(F)F)cc1, O=[Mn]=O. Yields the product O=Cc1ccc(-n2nc(C(F)(F)F)cc2C(F)(F)F)cc1. As a reaction SMILES: [Cl:22][CH2:23][Cl:24].[F:1][C:2]([c:3]1[n:4][n:5](-[c:12]2[cH:13][cH:14][c:15]([CH2:18][OH:19])[cH:16][cH:17]2)[c:6]([C:8]([F:9])([F:10])[F:11])[cH:7]1)([F:20])[F:21].[O:25]=[Mn:26]=[O:27]>>[F:1][C:2]([c:3]1[n:4][n:5](-[c:12]2[cH:13][cH:14][c:15]([CH:18]=[O:19])[cH:16][cH:17]2)[c:6]([C:8]([F:9])([F:10])[F:11])[cH:7]1)([F:20])[F:21]. The reactants are COC(CC1=CC(=CC=C1)NC(=O)C=1OC(=CC1)Br)=O ({3-[(5-Bromo-furan-2-carbonyl)-amino]-phenyl}-acetic acid methyl ester), C1(=CC=CC2=CC=CC=C12)B(O)O (1-naphtaleneboronic acid). Product: COC(CC1=CC(=CC=C1)NC(=O)C=1OC(=CC1)C1=CC=CC2=CC=CC=C12)=O ({3-[(5-Naphthalen-1-yl-furan-2-carbonyl)-amino]-phenyl}-acetic acid methyl ester). Reaction SMILES: [CH3:1][O:2][C:3](=[O:20])[CH2:4][C:5]1[CH:10]=[CH:9][CH:8]=[C:7]([NH:11][C:12]([C:14]2[O:15][C:16](Br)=[CH:17][CH:18]=2)=[O:13])[CH:6]=1.[C:21]1(B(O)O)[C:30]2[C:25](=[CH:26][CH:27]=[CH:28][CH:29]=2)[CH:24]=[CH:23][CH:22]=1>>[CH3:1][O:2][C:3](=[O:20])[CH2:4][C:5]1[CH:10]=[CH:9][CH:8]=[C:7]([NH:11][C:12]([C:14]2[O:15][C:16]([C:29]3[C:30]4[C:25](=[CH:24][CH:23]=[CH:22][CH:21]=4)[CH:26]=[CH:27][CH:28]=3)=[CH:17][CH:18]=2)=[O:13])[CH:6]=1. Procedure: Methyl ester (16) (100 mg, 0.30 mmol) was coupled to 1-naphtaleneboronic acid (56 mg, 0.33 mmol) using Method E. The crude compound was purified by column chromatography, eluting in 17% EtOAc in heptane to give the title compound. The reactants are BrCCOCc1ccccc1, COc1cc(C(=O)NCc2ccc(-c3noc(C)n3)cc2NCCOc2ccccc2)cc(OC)c1C, COc1cc(C(=O)NCc2ccc(-c3noc(C)n3)cc2N)cc(OC)c1C. Product: COc1cc(C(=O)NCc2ccc(-c3noc(C)n3)cc2NCCOCc2ccccc2)cc(OC)c1C. As a reaction SMILES: [Br:29][CH2:30][CH2:31][O:32][CH2:33][c:34]1[cH:35][cH:36][cH:37][cH:38][cH:39]1.[CH3:40][c:41]1[o:42][n:43][c:44](-[c:45]2[cH:46][cH:47][c:48]([CH2:49][NH:50][C:51](=[O:52])[c:53]3[cH:54][c:55]([O:56][CH3:57])[c:58]([CH3:59])[c:60]([O:61][CH3:62])[cH:63]3)[c:64]([NH:65][CH2:66][CH2:67][O:68][c:69]3[cH:70][cH:71][cH:72][cH:73][cH:74]3)[cH:75]2)[n:76]1.[NH2:1][c:2]1[c:3]([CH2:4][NH:5][C:6]([c:7]2[cH:8][c:9]([O:16][CH3:17])[c:10]([CH3:15])[c:11]([O:13][CH3:14])[cH:12]2)=[O:18])[cH:19][cH:20][c:21](-[c:23]2[n:24][o:25][c:26]([CH3:28])[n:27]2)[cH:22]1>>[NH:1]([c:2]1[c:3]([CH2:4][NH:5][C:6]([c:7]2[cH:8][c:9]([O:16][CH3:17])[c:10]([CH3:15])[c:11]([O:13][CH3:14])[cH:12]2)=[O:18])[cH:19][cH:20][c:21](-[c:23]2[n:24][o:25][c:26]([CH3:28])[n:27]2)[cH:22]1)[CH2:30][CH2:31][O:32][CH2:33][c:34]1[cH:35][cH:36][cH:37][cH:38][cH:39]1.